From a dataset of the Open Reaction Database (ORD), a public repository of structured organic reaction records. describe an organic reaction: reactants, conditions, products, and yield Starting materials: CCO, COc1cccc(CCCC#N)c1, [H][H]. RXN SMILES: [CH3:16][CH2:17][OH:18].[CH3:1][O:2][c:3]1[cH:4][c:5]([CH2:9][CH2:10][CH2:11][C:12]#[N:13])[cH:6][cH:7][cH:8]1.[H:14][H:15]>>[CH3:1][O:2][c:3]1[cH:4][c:5]([CH2:9][CH2:10][CH2:11][CH2:12][NH2:13])[cH:6][cH:7][cH:8]1. The product is COc1cccc(CCCCN)c1. The reactants are Cl (hydrochloric acid), O1CCCC1 (tetrahydrofuran), C(C)(=O)OCC (ethyl acetate), C(C)(C)(C)C1=C(C=C(C=C1)CC(CC1CCCCC1)O[Si](C)(C)C(C)(C)C)NC(CC1C2=CC=CC=C2OC=2C=CC=CC12)=O (N-[2-t-butyl-5-(3-cyclohexyl-2-t-butyldimethylsilyloxypropyl)phenyl]-2-(9H-xanthen-9-yl)acetamide). The solvent is O (water). Run at temperature 50 celsius, time 2.5 hour. Yields the product C(C)(C)(C)C1=C(C=C(C=C1)CC(CC1CCCCC1)O)NC(CC1C2=CC=CC=C2OC=2C=CC=CC12)=O (N-[2-t-Butyl-5-(3-cyclohexyl-2-hydroxypropyl)phenyl]-2-(9H-xanthen-9-yl)acetamide). Reaction SMILES: Cl.O1CCCC1.[C:7]([C:11]1[CH:16]=[CH:15][C:14]([CH2:17][CH:18]([O:26][Si](C(C)(C)C)(C)C)[CH2:19][CH:20]2[CH2:25][CH2:24][CH2:23][CH2:22][CH2:21]2)=[CH:13][C:12]=1[NH:34][C:35](=[O:51])[CH2:36][CH:37]1[C:50]2[CH:49]=[CH:48][CH:47]=[CH:46][C:45]=2[O:44][C:43]2[C:38]1=[CH:39][CH:40]=[CH:41][CH:42]=2)([CH3:10])([CH3:9])[CH3:8].C(OCC)(=O)C>O>[C:7]([C:11]1[CH:16]=[CH:15][C:14]([CH2:17][CH:18]([OH:26])[CH2:19][CH:20]2[CH2:25][CH2:24][CH2:23][CH2:22][CH2:21]2)=[CH:13][C:12]=1[NH:34][C:35](=[O:51])[CH2:36][CH:37]1[C:50]2[CH:49]=[CH:48][CH:47]=[CH:46][C:45]=2[O:44][C:43]2[C:38]1=[CH:39][CH:40]=[CH:41][CH:42]=2)([CH3:10])([CH3:8])[CH3:9]. Procedure: 1.5 ml of 2N aqueous hydrochloric acid were added to 15 ml of a tetrahydrofuran solution containing 813 mg (1.30 mmol) of N-[2-t-butyl-5-(3-cyclohexyl-2-t-butyldimethylsilyloxypropyl)phenyl]-2-(9H-xanthen-9-yl)acetamide (prepared by a procedure similar to that described in Preparation 11), and the mixture was stirred for 2.5 hours at 50° C. The reaction mixture was then allowed to return to room temperature. Addition of a mixture of ethyl acetate and water caused the title compound to be distrib... Starting materials: B, CC1C(Nc2cnn(CC(=O)NCc3ccncc3)c(=O)c2Br)CC2CC1C2(C)C, CN(C)C=O, [Cl-], [Na+], C1CCOC1. The product is CC1C(Nc2cnn(CCNCc3ccncc3)c(=O)c2Br)CC2CC1C2(C)C. RXN SMILES: [BH3:36].[Br:1][c:2]1[c:3]([NH:20][CH:21]2[CH:22]([CH3:30])[CH:23]3[C:24]([CH3:28])([CH3:29])[CH:25]([CH2:26]2)[CH2:27]3)[cH:4][n:5][n:6]([CH2:9][C:10](=[O:11])[NH:12][CH2:13][c:14]2[cH:15][cH:16][n:17][cH:18][cH:19]2)[c:7]1=[O:8].[CH3:39][N:40]([CH3:41])[CH:42]=[O:43].[Cl-:38].[Na+:37].[O:31]1[CH2:32][CH2:33][CH2:34][CH2:35]1>>[Br:1][c:2]1[c:3]([NH:20][CH:21]2[CH:22]([CH3:30])[CH:23]3[C:24]([CH3:28])([CH3:29])[CH:25]([CH2:26]2)[CH2:27]3)[cH:4][n:5][n:6]([CH2:9][CH2:10][NH:12][CH2:13][c:14]2[cH:15][cH:16][n:17][cH:18][cH:19]2)[c:7]1=[O:8]. The reactants are solution, [Li]CCCC (n-BuLi), CCCCCC (hexane), C[Si](N[Si](C)(C)C)(C)C (Hexamethyldisilazane), C(C)OC(C/N=C/N(C)C)=O ((E)-(dimethylamino-methyleneamino)-acetic acid ethyl ester), ClC=1CN(C(C2=C(N1)C=CC(=C2)C(C)C)=O)CC2=C(C=C(C=C2)OC)OC (2-chloro-4-(2,4-dimethoxy-benzyl)-7-isopropyl-3,4-dihydro-benzo[e][1,4]diazepin-5-one). Solvent: C(C)(=O)O (acetic acid), O (water), TBF, C1CCOC1 (THF). Reaction conditions: temperature -70 celsius, time 1 hour. Yields the product C(C)OC(=O)C=1N=CN2C3=C(C(N(CC12)CC1=C(C=C(C=C1)OC)OC)=O)C=C(C=C3)C(C)C (5-(2,4-Dimethoxy-benzyl)-8-isopropyl-6-oxo-5,6-dihydro-4H-2,5,10b-triaza-benzo[e]azulene-3-carboxylic Acid Ethyl Ester). Reaction SMILES: C[Si](C)(C)N[Si](C)(C)C.[Li]CCCC.CCCCCC.[CH2:21]([O:23][C:24](=[O:31])[CH2:25]/[N:26]=[CH:27]/[N:28]([CH3:30])[CH3:29])[CH3:22].ClC1[CH2:34][N:35]([CH2:48][C:49]2[CH:54]=[CH:53][C:52]([O:55][CH3:56])=[CH:51][C:50]=2[O:57][CH3:58])[C:36](=[O:47])[C:37]2[CH:43]=[C:42]([CH:44]([CH3:46])[CH3:45])[CH:41]=[CH:40]C=2N=1>C1COCC1.O.C(O)(=O)C>[CH2:21]([O:23][C:24]([C:25]1[N:26]=[CH:27][N:28]2[C:30]=1[CH2:34][N:35]([CH2:48][C:49]1[CH:54]=[CH:53][C:52]([O:55][CH3:56])=[CH:51][C:50]=1[O:57][CH3:58])[C:36](=[O:47])[C:37]1[CH:43]=[C:42]([CH:44]([CH3:46])[CH3:45])[CH:41]=[CH:40][C:29]2=1)=[O:31])[CH3:22]. Procedure: Hexamethyldisilazane (2.8 mL, 13.4 mmol) was dissolved in TBF (25 mL), cooled under Argon to −70° C., and treated slowly with a 1.6 M solution of n-BuLi in hexane (8.4 mL, 13.4 mmol). After stirring for 1 h at −70° C., a solution of (E)-(dimethylamino-methyleneamino)-acetic acid ethyl ester (1.28 g, 8.1 mmol) in THF (5 mL) was added, and stirring continued for 1 h at −70° C. Then a solution of 2-chloro-4-(2,4-dimethoxy-benzyl)-7-isopropyl-3,4-dihydro-benzo[e][1,4]diazepin-5-one (1.59 g, 4.1 mmol... Starting materials: C12(CC3CC(CC(C1)C3)C2)C(\C=C/2\C([C@]3(CC[C@@H]2C3(C)C)C)=O)=O ((1S,4R)-3-[2-adamantan-1-yl-2-oxo-eth-(E)-ylidene]-1,7,7-trimethyl-bicyclo[2.2.1]heptan-2-one), C1(=CC=C(C=C1)S(=O)(=O)O)C (p-toluene sulfonic acid), C[O-].[Na+] (NaOMe), O.NN (hydrazine monohydrate). Solvent: C1(=CC=CC=C1)C (toluene). Yields the product C12(CC3CC(CC(C1)C3)C2)C2=NN=C3[C@]1(CC[C@@H](C3=C2)C1(C)C)C ((1S,8R)-5-Adamantan-1-yl-1,11,11-trimethyl-3,4-diaza-tricyclo[6.2.1.02,7]undeca-2,4,6-triene). As a reaction SMILES: [C:1]12([C:11](=O)/[CH:12]=[C:13]3/[C:14](=O)[C@:15]4([CH3:22])[C:19]([CH3:21])([CH3:20])[C@H:18]/3[CH2:17][CH2:16]4)[CH2:10][CH:5]3[CH2:6][CH:7]([CH2:9][CH:3]([CH2:4]3)[CH2:2]1)[CH2:8]2.O.[NH2:26][NH2:27].C1(C)C=CC(S(O)(=O)=O)=CC=1.C[O-].[Na+]>C1(C)C=CC=CC=1>[C:1]12([C:11]3[CH:12]=[C:13]4[C:14]([C@:15]5([CH3:22])[C:19]([CH3:21])([CH3:20])[C@H:18]4[CH2:17][CH2:16]5)=[N:27][N:26]=3)[CH2:10][CH:5]3[CH2:6][CH:7]([CH2:9][CH:3]([CH2:4]3)[CH2:2]1)[CH2:8]2 |f:1.2,4.5|. Reported procedure: This material was prepared according to example 1 step C] (1S,4R)-3-[2-adamantan-1-yl-2-oxo-eth-(E)-ylidene]-1,7,7-trimethyl-bicyclo[2.2.1]heptan-2-one (0.2 g) and hydrazine monohydrate (0.117 g) with the following modifications: toluene as solvent (5 ml) in the presence of p-toluene sulfonic acid (0.117 g), heating for 12 h at reflux temperature and isolation of desired product by chromatography (no further NaOMe treatment as in example 1 step C]. This gave (1S,8R)-5-adamantan-1-yl-1,11,11-trim... The reactants are C(C)OC(=O)NC1=CC=C(C=C1)C1CCN(CC1)C(=O)OC(C)(C)C (t-butyl 4-(4-ethoxycarbonylamino-phenyl)-piperidine-1-carboxylate), COCC1OC(OC1)=O ((RS)-4-(methoxymethyl)-1,3-dioxolan-2-one). The solvent is N1=CC=CC=C1 (pyridine). The product is COCC1CN(C(O1)=O)C1=CC=C(C=C1)C1CCN(CC1)C(=O)OC(C)(C)C (t-butyl (RS)-4-[4-(5-methoxymethyl-2-oxo-oxazolidin-3-yl)-phenyl]-piperidine-1-carboxylate). Yield: 58.0%. Reaction SMILES: C(OC([NH:6][C:7]1[CH:12]=[CH:11][C:10]([CH:13]2[CH2:18][CH2:17][N:16]([C:19]([O:21][C:22]([CH3:25])([CH3:24])[CH3:23])=[O:20])[CH2:15][CH2:14]2)=[CH:9][CH:8]=1)=O)C.[CH3:26][O:27][CH2:28][CH:29]1[CH2:33]O[C:31](=[O:34])[O:30]1>N1C=CC=CC=1>[CH3:26][O:27][CH2:28][CH:29]1[O:30][C:31](=[O:34])[N:6]([C:7]2[CH:12]=[CH:11][C:10]([CH:13]3[CH2:14][CH2:15][N:16]([C:19]([O:21][C:22]([CH3:25])([CH3:24])[CH3:23])=[O:20])[CH2:17][CH2:18]3)=[CH:9][CH:8]=2)[CH2:33]1. Procedure: 5.5 g (15.0 mmol) of t-butyl 4-(4-ethoxycarbonylamino-phenyl)-piperidine-1-carboxylate and 20 g (0.15 mol) of (RS)-4-(methoxymethyl)-1,3-dioxolan-2-one were stirred intensively in the presence of 2.37 g of pyridine for 18 hours at an oil bath temperature of 160°. After cooling the reaction mixture it was chromatographed on 840 g of silica gel 60 with ether. 3.4 g of t-butyl (RS)-4-[4-(5-methoxymethyl-2-oxo-oxazolidin-3-yl)-phenyl]-piperidine-1-carboxylate were obtained as a yellowish oil. 1H-NMR... Starting materials: OC1CCNCC1 (4-hydroxy-piperidine), CCN(C(C)C)C(C)C (DIEA), ClC1=CC=C(C=C1)C(=O)NCC1=CC=C(S1)S(=O)(=O)Cl (5-({[1-(4-Chloro-phenyl)-methanoyl]-amino}-methyl)-thiophene-2-sulfonyl chloride), [H-].[Na+] (NaH), amines, ICCCCCC (Iodohexane). The solvent is C(Cl)Cl (CH2Cl2), ClCCCl (DCE), CCOC(=O)C (EtOAc), CN(C)C=O (DMF). Reaction conditions: temperature 70 celsius, time 4 hour. Yields the product C(C=C)N(CC=1SC(=CC1)S(=O)(=O)N1CCC(CC1)OCCCCCC)CC=C (N,N-diallyl-N-[(5-{[4-(hexyloxy)piperidin-1-yl]sulfonyl}thien-2-yl)methyl]amine). RXN SMILES: [OH:1][CH:2]1[CH2:7][CH2:6][NH:5][CH2:4][CH2:3]1.CCN(C(C)C)[CH:11]([CH3:13])[CH3:12].ClC1C=[CH:22][C:21]([C:24]([NH:26][CH2:27][C:28]2[S:32][C:31]([S:33](Cl)(=[O:35])=[O:34])=[CH:30][CH:29]=2)=O)=CC=1.[H-].[Na+].I[CH2:40][CH2:41][CH2:42][CH2:43][CH2:44][CH3:45]>C(Cl)Cl.ClCCCl.CN(C=O)C.CCOC(C)=O>[CH2:13]([N:26]([CH2:24][CH:21]=[CH2:22])[CH2:27][C:28]1[S:32][C:31]([S:33]([N:5]2[CH2:6][CH2:7][CH:2]([O:1][CH2:40][CH2:41][CH2:42][CH2:43][CH2:44][CH3:45])[CH2:3][CH2:4]2)(=[O:34])=[O:35])=[CH:30][CH:29]=1)[CH:11]=[CH2:12] |f:3.4|. Procedure: To a solution of 4-hydroxy-piperidine (190 mg, 1.88 mmol) and DIEA (0.87 mL, 5.13 mmol) in 10 mL CH2Cl2 was added a solution of 5-({[1-(4-Chloro-phenyl)-methanoyl]-amino}-methyl)-thiophene-2-sulfonyl chloride 1b (500 mg, 1.71 mmol) in hot DCE. The reaction mixture was stirred for 4 h. 100 mL EtOAc were added and excess of amines were removed by extraction with HCl (1N). The sulfonamide intermediate was used without any further purification, where 300 mg (0.84 mmol) were dissolved in dry DMF unde... Starting materials: Cl.Cl.C(C)C1=NC2=C(N1C1=NC(=C3N=C(N(C3=N1)C)C1(CNCCC1)O)N1CCOCC1)C=CC=C2 (3-[2-(2-ethylbenzoimidazol-1-yl)-9-methyl-6-morpholin-4-yl-9H-purin-8-yl]piperidin-3-ol dihydrochloride), CC1(OC1)C (2,2-dimethyloxirane), CCN(C(C)C)C(C)C (DIPEA). Run in CC#N (MeCN). Reaction conditions: time 20 hour. Yields the product C(C)C1=NC2=C(N1C1=NC(=C3N=C(N(C3=N1)C)C1(CN(CCC1)CC(C)(C)O)O)N1CCOCC1)C=CC=C2 (3-(2-(2-ethyl-1H-benzo[d]imidazol-1-yl)-9-methyl-6-morpholino-9H-purin-8-yl)-1-(2-hydroxy-2-methylpropyl)piperidin-3-ol). Yield: 23.4%. Reaction SMILES: Cl.Cl.[CH2:3]([C:5]1[N:9]([C:10]2[N:18]=[C:17]3[C:13]([N:14]=[C:15]([C:20]4([OH:26])[CH2:25][CH2:24][CH2:23][NH:22][CH2:21]4)[N:16]3[CH3:19])=[C:12]([N:27]3[CH2:32][CH2:31][O:30][CH2:29][CH2:28]3)[N:11]=2)[C:8]2[CH:33]=[CH:34][CH:35]=[CH:36][C:7]=2[N:6]=1)[CH3:4].[CH3:37][C:38]1([CH3:41])[CH2:40][O:39]1.CCN(C(C)C)C(C)C>CC#N>[CH2:3]([C:5]1[N:9]([C:10]2[N:18]=[C:17]3[C:13]([N:14]=[C:15]([C:20]4([OH:26])[CH2:25][CH2:24][CH2:23][N:22]([CH2:37][C:38]([OH:39])([CH3:41])[CH3:40])[CH2:21]4)[N:16]3[CH3:19])=[C:12]([N:27]3[CH2:28][CH2:29][O:30][CH2:31][CH2:32]3)[N:11]=2)[C:8]2[CH:33]=[CH:34][CH:35]=[CH:36][C:7]=2[N:6]=1)[CH3:4] |f:0.1.2|. Procedure: A mixture of 3-[2-(2-ethylbenzoimidazol-1-yl)-9-methyl-6-morpholin-4-yl-9H-purin-8-yl]piperidin-3-ol dihydrochloride (150 mg, 0.28 mmol), 2,2-dimethyloxirane (100 μL, 1.12 mmol) and DIPEA (192 μL, 1.12 mmol) in MeCN (4 mL) was stirred at r.t. for 20 h then heated at 70° C. for 24 h. The reaction mixture was concentrated in vacuo and the resulting residue purified by reverse phase HPLC (Phenomenex Gemini 5 μm C18, 0.1% HCO2H in water on a gradient acetonitrile 5-30%) affording 746 (35 mg, 23%). L... Reported procedure: 100 μL of saturated aq. sodium bicarbonate was added to trans-7-chloro-2,3,4,14b-tetrahydro-1H-dibenzo[b,f]pyrido[1,2-d][1,4]oxazepine-1-amine (9.5 mg, 0.03 mmol) and chloromethyl chloroformate (64.2 μL, 0.42 mmol) in 250 μL of CH2Cl2. The resulting mixture was stirred at room temperature for 18 h. Subsequently, ethyl acetate was added and the organic layer was washed with water, dried (Na2SO4) and evaporated to give trans-(7-chloro-2,3,4,14b-tetrahydro-1H-dibenzo[b,f]pyrido[1,2-d][1,4]oxazepin-... Yield: 83.9%. Yields the product ClCOC(N[C@@H]1CCCN2C3=C(OC4=C([C@@H]21)C=CC=C4)C=CC(=C3)Cl)=O (trans-(7-chloro-2,3,4,14b-tetrahydro-1H-dibenzo[b,f]pyrido[1,2-d][1,4]oxazepin-1-yl)carbamic acid chloromethyl ester). The solvent is C(Cl)Cl (CH2Cl2). Reactants: C(C)(=O)OCC (ethyl acetate), C([O-])(O)=O.[Na+] (sodium bicarbonate), ClC1=CC2=C(OC3=C([C@H]4N2CCC[C@H]4N)C=CC=C3)C=C1 (trans-7-chloro-2,3,4,14b-tetrahydro-1H-dibenzo[b,f]pyrido[1,2-d][1,4]oxazepine-1-amine), ClC(=O)OCCl (chloromethyl chloroformate). Conditions: time 18 hour. As a reaction SMILES: C(=O)(O)[O-].[Na+].[Cl:6][C:7]1[CH:26]=[CH:25][C:10]2[O:11][C:12]3[CH:24]=[CH:23][CH:22]=[CH:21][C:13]=3[C@@H:14]3[C@H:19]([NH2:20])[CH2:18][CH2:17][CH2:16][N:15]3[C:9]=2[CH:8]=1.Cl[C:28]([O:30][CH2:31][Cl:32])=[O:29].C(OCC)(=O)C>C(Cl)Cl>[Cl:32][CH2:31][O:30][C:28](=[O:29])[NH:20][C@H:19]1[C@@H:14]2[N:15]([C:9]3[CH:8]=[C:7]([Cl:6])[CH:26]=[CH:25][C:10]=3[O:11][C:12]3[CH:24]=[CH:23][CH:22]=[CH:21][C:13]=32)[CH2:16][CH2:17][CH2:18]1 |f:0.1|.